Task: describe an organic reaction: reactants, conditions, products, and yield. Dataset: the Open Reaction Database (ORD), a public repository of structured organic reaction records Reactants: CCCCOB(OCCCC)OCCCC, Brc1ccc2sc3ccccc3c2c1, [Li]CCCC, Cl. The product is Oc1ccc2sc3ccccc3c2c1. As a reaction SMILES: [B:20]([O:21][CH2:32][CH2:33][CH2:34][CH3:35])([O:22][CH2:23][CH2:24][CH2:25][CH3:26])[O:27][CH2:28][CH2:29][CH2:30][CH3:31].[Br:6][c:7]1[cH:8][c:9]2[c:10]([s:11][c:12]3[c:13]2[cH:14][cH:15][cH:16][cH:17]3)[cH:18][cH:19]1.[CH2:1]([Li:2])[CH2:3][CH2:4][CH3:5].[ClH:36]>>[c:7]1([OH:21])[cH:8][c:9]2[c:10]([s:11][c:12]3[c:13]2[cH:14][cH:15][cH:16][cH:17]3)[cH:18][cH:19]1. As a reaction SMILES: [CH2:1]([CH3:2])[S:3][CH:4]([C:5]([C:6](=[O:7])[O:8][CH2:9][c:10]1[cH:11][cH:12][c:13]([N+:16](=[O:17])[O-:18])[cH:14][cH:15]1)=[O:19])[CH2:20][C:21](=[O:22])[O-:23].[Cl:28][CH2:29][CH2:30][Cl:31].[S:24]([Cl:25])([Cl:26])=[O:27]>>[CH2:1]([CH3:2])[S:3][CH:4]1[C:5]([C:6](=[O:7])[O:8][CH2:9][c:10]2[cH:11][cH:12][c:13]([N+:16](=[O:17])[O-:18])[cH:14][cH:15]2)([Cl:26])[O:23][C:21](=[O:22])[CH2:20]1. Yields the product CCSC1CC(=O)OC1(Cl)C(=O)OCc1ccc([N+](=O)[O-])cc1. Starting materials: CCSC(CC(=O)[O-])C(=O)C(=O)OCc1ccc([N+](=O)[O-])cc1, ClCCCl, O=S(Cl)Cl. The reactants are C=CCNC1CC(C(=O)OCC)=CC(OC(CC)CC)C1O, CCO, NCCO, O=S(=O)(O)O. The product is CCOC(=O)C1=CC(OC(CC)CC)C(O)C(N)C1. As a reaction SMILES: [CH2:1]([CH3:2])[O:3][C:4](=[O:5])[C:6]1=[CH:7][CH:8]([O:17][CH:18]([CH2:19][CH3:20])[CH2:21][CH3:22])[CH:9]([OH:16])[CH:10]([NH:12][CH2:13][CH:14]=[CH2:15])[CH2:11]1.[CH3:32][CH2:33][OH:34].[NH2:23][CH2:24][CH2:25][OH:26].[S:27](=[O:28])(=[O:29])([OH:30])[OH:31]>>[CH2:1]([CH3:2])[O:3][C:4](=[O:5])[C:6]1=[CH:7][CH:8]([O:17][CH:18]([CH2:19][CH3:20])[CH2:21][CH3:22])[CH:9]([OH:16])[CH:10]([NH2:12])[CH2:11]1. The reactants are O=[N+]([O-])c1cnc(Br)s1, CN(C)C=O, O, Sc1ncnc2[nH]c(-c3ccccc3)cc12, c1ccncc1. The product is O=[N+]([O-])c1cnc(Sc2ncnc3[nH]c(-c4ccccc4)cc23)s1. RXN SMILES: [Br:1][c:2]1[s:3][c:4]([N+:7](=[O:8])[O-:9])[cH:5][n:6]1.[CH3:10][N:11]([CH3:12])[CH:13]=[O:14].[OH2:37].[c:15]1(-[c:21]2[cH:22][c:23]3[c:24]([n:25][cH:26][n:27][c:28]3[SH:29])[nH:30]2)[cH:16][cH:17][cH:18][cH:19][cH:20]1.[cH:31]1[cH:32][cH:33][n:34][cH:35][cH:36]1>>[c:2]1([S:29][c:28]2[c:23]3[cH:22][c:21](-[c:15]4[cH:16][cH:17][cH:18][cH:19][cH:20]4)[nH:30][c:24]3[n:25][cH:26][n:27]2)[s:3][c:4]([N+:7](=[O:8])[O-:9])[cH:5][n:6]1. Starting materials: NC=1C(N(C(N(C1N)CC)=O)CC)=O (5,6-diamino-1,3-diethyluracil), BrC1=C(C=CC(=O)O)C=C(C(=C1)OC)OC (2-bromo-4,5-dimethoxycinnamic acid). The product is BrC1=C(/C=C/C2=NC=3N(C(N(C(C3N2)=O)CC)=O)CC)C=C(C(=C1)OC)OC ((E)-8-(2-Bromo-4,5-dimethoxystyryl)-1,3-diethylxanthine). The yield is 49.2%. As a reaction SMILES: [NH2:1][C:2]1[C:3](=[O:14])[N:4]([CH2:12][CH3:13])[C:5](=[O:11])[N:6]([CH2:9][CH3:10])[C:7]=1[NH2:8].[Br:15][C:16]1[CH:26]=[C:25]([O:27][CH3:28])[C:24]([O:29][CH3:30])=[CH:23][C:17]=1[CH:18]=[CH:19][C:20](O)=O>>[Br:15][C:16]1[CH:26]=[C:25]([O:27][CH3:28])[C:24]([O:29][CH3:30])=[CH:23][C:17]=1/[CH:18]=[CH:19]/[C:20]1[NH:1][C:2]2[C:3](=[O:14])[N:4]([CH2:12][CH3:13])[C:5](=[O:11])[N:6]([CH2:9][CH3:10])[C:7]=2[N:8]=1. Procedure details: Substantially the same procedure as in Example 7 was repeated using 3.00 g (15.1 mmol) of 5,6-diamino-1,3-diethyluracil and 4.78 g (17.2 mmol) of 2-bromo-4,5-dimethoxycinnamic acid. Then, the resultant crude crystals were recrystallized from dioxane to give 3.34 g (yield 49%) of Compound 122 as pale yellow needles.